Dataset: the Open Reaction Database (ORD), a public repository of structured organic reaction records. Task: describe an organic reaction: reactants, conditions, products, and yield Starting materials: C(C1=CC=CC=C1)S (benzylmercaptan), C1(=CC=CC=C1)SCC(=O)OCC (ethyl (phenylthio)acetate), BrCC(=O)OCC (ethyl bromoacetate), ethanolic solution. The solvent is CC[O-].[Na+] (sodium ethylate). The product is C(C1=CC=CC=C1)SCC(=O)OCC (Ethyl (benzylthio)acetate). Reaction SMILES: C1(SCC(OCC)=O)C=CC=CC=1.Br[CH2:15][C:16]([O:18][CH2:19][CH3:20])=[O:17].[CH2:21]([SH:28])[C:22]1[CH:27]=[CH:26][CH:25]=[CH:24][CH:23]=1>CC[O-].[Na+]>[CH2:21]([S:28][CH2:15][C:16]([O:18][CH2:19][CH3:20])=[O:17])[C:22]1[CH:27]=[CH:26][CH:25]=[CH:24][CH:23]=1 |f:3.4|. Procedure details: The procedure is as in Example 2 for the preparation of ethyl (phenylthio)acetate starting with ethyl bromoacetate (16.7 g), a 2M ethanolic solution of sodium ethylate (50 cc) and benzylmercaptan (11.7 cc). Ethyl (benzylthio)acetate (19.4 g) is thereby obtained, and is used in the crude state in the subsequent phases. Reactants: compound 91, Cl.ClCC1=C(N=C2N1C=CC=C2)C2=CC=C(C=C2)Cl (3-(chloromethyl)-2-(4-chlorophenyl)imidazo[1,2-a]pyridine hydrochloride), N1NC(C2=CC=CC=C12)=O (1H-indazol-3(2H)-one). Product: ClC1=CC=C(C=C1)C=1N=C2N(C=CC=C2)C1CN1NC2=CC=CC=C2C1=O (2-((2-(4-chlorophenyl)imidazo[1,2-a]pyridin-3-yl)methyl)-1H-indazol-3(2H)-one). As a reaction SMILES: Cl.Cl[CH2:3][C:4]1[N:8]2[CH:9]=[CH:10][CH:11]=[CH:12][C:7]2=[N:6][C:5]=1[C:13]1[CH:18]=[CH:17][C:16]([Cl:19])=[CH:15][CH:14]=1.[NH:20]1[C:28]2[C:23](=[CH:24][CH:25]=[CH:26][CH:27]=2)[C:22](=[O:29])[NH:21]1>>[Cl:19][C:16]1[CH:17]=[CH:18][C:13]([C:5]2[N:6]=[C:7]3[CH:12]=[CH:11][CH:10]=[CH:9][N:8]3[C:4]=2[CH2:3][N:21]2[C:22](=[O:29])[C:23]3[C:28](=[CH:27][CH:26]=[CH:25][CH:24]=3)[NH:20]2)=[CH:14][CH:15]=1 |f:0.1|. Procedure: The title compound was prepared according to Method B and the experimentals described for compound 91 from 3-(chloromethyl)-2-(4-chlorophenyl)imidazo[1,2-a]pyridine hydrochloride and 1H-indazol-3(2H)-one. M/e+ 375 for C21H16ClN4O (M+H)+; 1H-NMR (400 MHz, CDCl3) δ 11.11 (bs, 1H), 8.16 (d, J=6.9 Hz, 1H), 8.01 (d, J=7.7 Hz, 1H), 7.64 (m, 1H), 7.55 (d, J=8.4 Hz, 2H), 7.50 (d, J=8.4 Hz, 1H), 7.30 (t, J=7.3 Hz, 1H), 7.15 (d, J=8.4 Hz, 2H), 6.75 (t, J=7.7 Hz, 1H), 6.60 (t, J=7.7 Hz, 1H), 6.27 (d, J=8.4... Starting materials: C(#N)C1=C(C(=C(C2=C1N=C(O2)C(=O)OCC)F)C2=CC=CC=C2)C (ethyl 4-cyano-7-fluoro-5-methyl-6-phenyl-1,3-benzoxazole-2-carboxylate), C[Al](C)C (trimethylaluminium), CCCCCC (hexane), [Cl-].[NH4+] (ammonium chloride), Cl (hydrochloric acid). The solvent is ClCCl (dichloromethane), ClCCl (dichloromethane), O (water). Run at time 20 minute. Yields the product C(#N)C1=C(C(=C(C2=C1N=C(O2)C(=O)N)F)C2=CC=CC=C2)C (4-Cyano-7-fluoro-5-methyl-6-phenyl-1,3-benzoxazole-2-carboxamide). Yield: 80.9%. As a reaction SMILES: C[Al](C)C.CCCCCC.[Cl-].[NH4+:12].[C:13]([C:15]1[C:20]2[N:21]=[C:22]([C:24]([O:26]CC)=O)[O:23][C:19]=2[C:18]([F:29])=[C:17]([C:30]2[CH:35]=[CH:34][CH:33]=[CH:32][CH:31]=2)[C:16]=1[CH3:36])#[N:14].Cl>O.ClCCl>[C:13]([C:15]1[C:20]2[N:21]=[C:22]([C:24]([NH2:12])=[O:26])[O:23][C:19]=2[C:18]([F:29])=[C:17]([C:30]2[CH:35]=[CH:34][CH:33]=[CH:32][CH:31]=2)[C:16]=1[CH3:36])#[N:14] |f:2.3|. Procedure: At room temperature, trimethylaluminium (4.49 ml, 4.63 mmol, 1.03 M hexane solution was added to an anhydrous dichloromethane (6 ml) suspension of ammonium chloride (247 mg, 4.62 mmol), followed by stirring at room temperature for 20 minutes. A dichloromethane (4 ml) solution of ethyl 4-cyano-7-fluoro-5-methyl-6-phenyl-1,3-benzoxazole-2-carboxylate (I-111) (500 mg, 1.54 mmol) was added, followed by stirring for 4 hours and by heating under reflux in an oil bath at 45° C. for 48 hours. With cooli... The reactants are C(C)(C)N1CCNCC1 (1-isopropyl-piperazine), C(#N)C1(CC1)NC(=O)[C@@H]1[C@H](C[C@H](C1)S(=O)(=O)C1=C(C=C(C=C1)Br)C(F)(F)F)OC1CCCC1 ((1S,2S,4S)-4-(4-Bromo-2-trifluoromethyl-benzenesulfonyl)-2-cyclopentyloxy-cyclopentanecarboxylic acid (1-cyano-cyclopropyl)-amide), C(#N)C1(CC1)NC(=O)[C@@H]1[C@H](C[C@H](C1)S(=O)(=O)C1=C(C=C(C=C1)Br)C(F)(F)F)OC ((1S,2S,4S)-4-(4-bromo-2-trifluoromethyl-benzenesulfonyl)-2-methoxy-cyclopentanecarboxylic acid (1-cyano-cyclopropyl)-amide). Product: C(#N)C1(CC1)NC(=O)[C@@H]1[C@H](C[C@H](C1)S(=O)(=O)C1=C(C=C(C=C1)N1CCN(CC1)C(C)C)C(F)(F)F)OC1CCCC1 ((1S,2S,4S)-2-Cyclopentyloxy-4-[4-(4-isopropyl-piperazin-1-yl)-2-trifluoromethyl-benzenesulfonyl]-cyclopentanecarboxylic acid (1-cyano-cyclopropyl)-amide). Reaction SMILES: [CH:1]([N:4]1[CH2:9][CH2:8][NH:7][CH2:6][CH2:5]1)([CH3:3])[CH3:2].[C:10]([C:12]1([NH:15][C:16]([C@H:18]2[CH2:22][C@H:21]([S:23]([C:26]3[CH:31]=[CH:30][C:29](Br)=[CH:28][C:27]=3[C:33]([F:36])([F:35])[F:34])(=[O:25])=[O:24])[CH2:20][C@@H:19]2[O:37][CH:38]2[CH2:42][CH2:41][CH2:40][CH2:39]2)=[O:17])[CH2:14][CH2:13]1)#[N:11].C(C1(NC([C@H]2C[C@H](S(C3C=CC(Br)=CC=3C(F)(F)F)(=O)=O)C[C@@H]2OC)=O)CC1)#N>>[C:10]([C:12]1([NH:15][C:16]([C@H:18]2[CH2:22][C@H:21]([S:23]([C:26]3[CH:31]=[CH:30][C:29]([N:7]4[CH2:8][CH2:9][N:4]([CH:1]([CH3:3])[CH3:2])[CH2:5][CH2:6]4)=[CH:28][C:27]=3[C:33]([F:36])([F:35])[F:34])(=[O:25])=[O:24])[CH2:20][C@@H:19]2[O:37][CH:38]2[CH2:42][CH2:41][CH2:40][CH2:39]2)=[O:17])[CH2:14][CH2:13]1)#[N:11]. Procedure: The title compound was prepared in analogy to example 176 using 1-isopropyl-piperazine instead of morpholine and (1R,2R,4R) and (1S,2S,4S)-4-(4-bromo-2-trifluoromethyl-benzenesulfonyl)-2-cyclopentyloxy-cyclopentanecarboxylic acid (1-cyano-cyclopropyl)-amide (example 195) instead of (1R,2R,4R) and (1S,2S,4S)-4-(4-bromo-2-trifluoromethyl-benzenesulfonyl)-2-methoxy-cyclopentanecarboxylic acid (1-cyano-cyclopropyl)-amide. White solid. MS (EI): 595.4 (M−H)−. Reactants: COS(=O)(=O)c1ccc(C)cc1, Cc1ccc(O)c(C)c1[N+](=O)[O-], CC(C)=O, [K+], [K+], O=C([O-])[O-]. Yields the product COc1ccc(C)c([N+](=O)[O-])c1C. RXN SMILES: [CH3:13][O:14][S:15]([c:16]1[cH:17][cH:18][c:19]([CH3:20])[cH:21][cH:22]1)(=[O:23])=[O:24].[CH3:1][c:2]1[c:3]([OH:12])[cH:4][cH:5][c:6]([CH3:11])[c:7]1[N+:8](=[O:9])[O-:10].[CH3:31][C:32](=[O:33])[CH3:34].[K+:25].[K+:26].[O-:27][C:28]([O-:29])=[O:30]>>[CH3:1][c:2]1[c:3]([O:12][CH3:13])[cH:4][cH:5][c:6]([CH3:11])[c:7]1[N+:8](=[O:9])[O-:10]. The reactants are C(CCC)[Li] (n-butyllithium), [I-].C(C(C)C)[P+](C1=CC=CC=C1)(C1=CC=CC=C1)C1=CC=CC=C1 (isobutyltriphenylphosphonium iodide), C(C1=CC=CC=C1)OCC(C/C=C/C(CC=O)C)C (rac. E-8-benzyloxy-3,7-dimethyl-4-octenal), O1CCCC1 (tetrahydrofuran), O1CCCC1 (tetrahydrofuran), oil. Solvent: CCCCCC (hexane), O (water). Run at temperature 0 celsius, time 10 minute. Yields the product CC(COCC1=CC=CC=C1)CC=CC(CC=CC(C)C)C (rac. benzyl 2,6,10-trimethyl-undeca-4,8-dien-1-yl ether). RXN SMILES: [I-].[CH2:2]([P+](C1C=CC=CC=1)(C1C=CC=CC=1)C1C=CC=CC=1)[CH:3]([CH3:5])[CH3:4].O1CCCC1.C([Li])CCC.[CH2:35]([O:42][CH2:43][CH:44]([CH3:53])[CH2:45]/[CH:46]=[CH:47]/[CH:48]([CH3:52])[CH2:49][CH:50]=O)[C:36]1[CH:41]=[CH:40][CH:39]=[CH:38][CH:37]=1>CCCCCC.O>[CH3:53][CH:44]([CH2:45][CH:46]=[CH:47][CH:48]([CH3:52])[CH2:49][CH:50]=[CH:2][CH:3]([CH3:5])[CH3:4])[CH2:43][O:42][CH2:35][C:36]1[CH:41]=[CH:40][CH:39]=[CH:38][CH:37]=1 |f:0.1|. Procedure: A suspension of 1.52 g. (3.42 mmoles) of isobutyltriphenylphosphonium iodide in 30 ml. of anhydrous tetrahydrofuran was stirred and cooled to 0° C. while 1.55 ml. (3.42 mmoles) of n-butyllithium solution in hexane was added. The resulting red solution was stirred for 10 minutes at room temperature then treated with a solution of rac. E-8-benzyloxy-3,7-dimethyl-4-octenal (0.594 g.; 2.28 mmoles) in 10 ml. of anhydrous tetrahydrofuran. After stirring at room temperature for 30 minutes, the reaction... Yields the product CCOC(=O)C(C)C(=O)N1CCCC1C(=O)O. As a reaction SMILES: [C:1]([CH3:2])([CH3:3])([CH3:4])[O:5][C:6]([CH:7]1[N:8]([C:12]([CH:13]([CH3:14])[C:15](=[O:16])[O:17][CH2:18][CH3:19])=[O:20])[CH2:9][CH2:10][CH2:11]1)=[O:21].[OH:22][C:23]([C:24]([F:25])([F:26])[F:27])=[O:28]>>[O:5]=[C:6]([CH:7]1[N:8]([C:12]([CH:13]([CH3:14])[C:15](=[O:16])[O:17][CH2:18][CH3:19])=[O:20])[CH2:9][CH2:10][CH2:11]1)[OH:21]. Reactants: CCOC(=O)C(C)C(=O)N1CCCC1C(=O)OC(C)(C)C, O=C(O)C(F)(F)F. Starting materials: C(C1=CC=CC=C1)OC(=O)C1=CC(=NC2=CC=CC=C12)Cl (2-chloro-4-quinolinecarboxylic acid benzyl ester), C(Cl)Cl (CH2Cl2), P(=O)([O-])([O-])[O-].[K+].[K+].[K+] (tripotassium phosphate), C(C)(=O)C1=CC=C(C=C1)B(O)O (4-acetylphenylboronic acid). Reagents/catalysts: C1=CC=C(C=C1)P([C-]2C=CC=C2)C3=CC=CC=C3.C1=CC=C(C=C1)P([C-]2C=CC=C2)C3=CC=CC=C3.Cl[Pd]Cl.[Fe+2] (PdCl2(dppf)). The solvent is CN(C)C=O (DMF), O1CCOCC1 (1,4-dioxane). Run at temperature 85 celsius, time 10 hour. Yields the product C(C1=CC=CC=C1)OC(=O)C1=CC(=NC2=CC=CC=C12)C1=CC=C(C=C1)C(C)=O (2-(4-acetylphenyl)-4-quinolinecarboxylic acid benzyl ester). Isolated yield 67.9%. RXN SMILES: C(Cl)Cl.P([O-])([O-])([O-])=O.[K+].[K+].[K+].[C:12]([C:15]1[CH:20]=[CH:19][C:18](B(O)O)=[CH:17][CH:16]=1)(=[O:14])[CH3:13].[CH2:24]([O:31][C:32]([C:34]1[C:43]2[C:38](=[CH:39][CH:40]=[CH:41][CH:42]=2)[N:37]=[C:36](Cl)[CH:35]=1)=[O:33])[C:25]1[CH:30]=[CH:29][CH:28]=[CH:27][CH:26]=1>C1C=CC(P(C2C=CC=CC=2)[C-]2C=CC=C2)=CC=1.C1C=CC(P(C2C=CC=CC=2)[C-]2C=CC=C2)=CC=1.Cl[Pd]Cl.[Fe+2].CN(C=O)C.O1CCOCC1>[CH2:24]([O:31][C:32]([C:34]1[C:43]2[C:38](=[CH:39][CH:40]=[CH:41][CH:42]=2)[N:37]=[C:36]([C:18]2[CH:19]=[CH:20][C:15]([C:12](=[O:14])[CH3:13])=[CH:16][CH:17]=2)[CH:35]=1)=[O:33])[C:25]1[CH:30]=[CH:29][CH:28]=[CH:27][CH:26]=1 |f:1.2.3.4,7.8.9.10|. Reported procedure: PdCl2(dppf).CH2Cl2 (138 mg, 0.17 mmol), tripotassium phosphate (715 mg, 3.37 mmol), and 4-acetylphenylboronic acid (414 mg, 2.52 mmol) were added to a 1,4-dioxane (5 mL)/DMF (1 mL) mixed solution of 2-chloro-4-quinolinecarboxylic acid benzyl ester (500 mg, 1.68 mmol) obtained in Reference Example 4, and the mixture was heated with stirring at 85° C. for 10 hours in an argon atmosphere. After the reaction solution was concentrated, to the residue, a saturated aqueous solution of sodium chloride a... Reactants: Cc1c2cccc(Br)c2nn1C, Cc1cc(C)c(B(O)O)c(C)c1, CN(C)c1ccccc1-c1ccccc1P(C1CCCCC1)C1CCCCC1, [K+], [K+], [K+], CC(=O)[O-], CC(=O)[O-], O=P([O-])([O-])[O-], [Pd+2]. Product: Cc1cc(C)c(-c2cccc3c(C)n(C)nc23)c(C)c1. RXN SMILES: [Br:1][c:2]1[cH:3][cH:4][cH:5][c:6]2[c:7]([CH3:12])[n:8]([CH3:11])[n:9][c:10]12.[CH3:13][c:14]1[c:15]([B:22]([OH:23])[OH:24])[c:16]([CH3:21])[cH:17][c:18]([CH3:20])[cH:19]1.[CH:33]1([P:34]([CH:35]2[CH2:36][CH2:37][CH2:38][CH2:39][CH2:40]2)[c:41]2[cH:42][cH:43][cH:44][cH:45][c:46]2-[c:47]2[cH:48][cH:49][cH:50][cH:51][c:52]2[N:53]([CH3:54])[CH3:55])[CH2:56][CH2:57][CH2:58][CH2:59][CH2:60]1.[K+:30].[K+:31].[K+:32].[O-:62][C:63]([CH3:64])=[O:65].[O-:66][C:67]([CH3:68])=[O:69].[P:25]([O-:26])([O-:27])([O-:28])=[O:29].[Pd+2:61]>>[c:2]1(-[c:15]2[c:14]([CH3:13])[cH:19][c:18]([CH3:20])[cH:17][c:16]2[CH3:21])[cH:3][cH:4][cH:5][c:6]2[c:7]([CH3:12])[n:8]([CH3:11])[n:9][c:10]12.